This data is from the Open Reaction Database (ORD), a public repository of structured organic reaction records. The task is: describe an organic reaction: reactants, conditions, products, and yield Reactants: C(CCC)N (1-Butylamine), IC1=CC=C(C=C1)CC(=O)Cl (4-iodophenylacetyl chloride). Solvent: CCOCC (ether). Run at time 5 minute. The product is IC1=CC=C(C=C1)CC(=O)N ((4-iodophenyl)acetamide). As a reaction SMILES: C([NH2:5])CCC.[I:6][C:7]1[CH:12]=[CH:11][C:10]([CH2:13][C:14](Cl)=[O:15])=[CH:9][CH:8]=1>CCOCC>[I:6][C:7]1[CH:12]=[CH:11][C:10]([CH2:13][C:14]([NH2:5])=[O:15])=[CH:9][CH:8]=1. Procedure: 1-Butylamine (1.83 g) was added to a solution of 4-iodophenylacetyl chloride (2.80 g) in ether (25 ml), and the reaction mixture was stirred at ambient temperature for 5 minutes. The reaction mixture was then partitioned between water (30 ml) and ethyl acetate (50 ml). The organic layer was washed with 2M aqueous hydrochloric acid (25 ml), water (30 ml), brine (25 ml), dried (MgSO4), and evaporated to give N-1-butyl, (4-iodophenyl)acetamide, as a colourless crystalline solid, (2.9 g), mp.: 100-1... Reactants: solution, C1(CCCCC1)[Mg]Br (cyclohexyl magnesium bromide), ClC=1C=CC(=C(C(=O)OC)C1)O (methyl 5-chloro-2-hydroxy-benzoate). Solvent: CCOCC (ether), CCOCC (ether). Product: ClC=1C=CC(=C(C1)C(O)(C1CCCCC1)C1CCCCC1)O (5-chloro-α,α-dicyclohexyl-2-hydroxybenzene-methanol). RXN SMILES: [CH:1]1([Mg]Br)[CH2:6][CH2:5][CH2:4][CH2:3][CH2:2]1.[Cl:9][C:10]1[CH:11]=[CH:12][C:13]([OH:20])=[C:14]([CH:19]=1)[C:15]([O:17]C)=O>CCOCC>[Cl:9][C:10]1[CH:11]=[CH:12][C:13]([OH:20])=[C:14]([C:15]([CH:1]2[CH2:6][CH2:5][CH2:4][CH2:3][CH2:2]2)([CH:1]2[CH2:6][CH2:5][CH2:4][CH2:3][CH2:2]2)[OH:17])[CH:19]=1. Procedure: 270 ml of a solution of cyclohexyl magnesium bromide titrating 1.3 M/liter in ether were added dropwise with stirring at room temperature to a mixture of 18.7 g of methyl 5-chloro-2-hydroxy-benzoate in 150 ml of ether and the ether was distilled while replacing it with 270 ml of benzene. The mixture was then refluxed for 20 hours and was cooled and poured into a mixture of 500 g of ice and 300 ml of an aqueous solution containing 105 g of ammonium chloride. The mixture was extracted once with 25... Starting materials: C1(=CC=C(C=C1)S(=O)(=O)OCCCCCCN1C(COCC1=O)=O)C (6-(3,5-dioxomorpholino)hexyl p-toluenesulfonate), [H-].[Li+] (lithium hydride), N1CCCCC1 (piperidine). Solvent: COCCOC (1,2-dimethoxyethane), COCCOC (1,2-dimethoxyethane). Yields the product N1(CCCCC1)CCCCCCN1C(COCC1=O)=O (4-(6-piperidinohexyl)-3,5-dioxomorpholine). Yield: 42.5%. RXN SMILES: C1(C)C=CC(S(O[CH2:11][CH2:12][CH2:13][CH2:14][CH2:15][CH2:16][N:17]2[C:22](=[O:23])[CH2:21][O:20][CH2:19][C:18]2=[O:24])(=O)=O)=CC=1.[H-].[Li+].[NH:28]1[CH2:33][CH2:32][CH2:31][CH2:30][CH2:29]1>COCCOC>[N:28]1([CH2:11][CH2:12][CH2:13][CH2:14][CH2:15][CH2:16][N:17]2[C:18](=[O:24])[CH2:19][O:20][CH2:21][C:22]2=[O:23])[CH2:33][CH2:32][CH2:31][CH2:30][CH2:29]1 |f:1.2|. Reported procedure: To a mixture of 3.63 grams (9.84 millimoles) of 6-(3,5-dioxomorpholino)hexyl p-toluenesulfonate (prepared as described in Example IX) and 84.75 milligrams (10.7 millimoles) of lithium hydride in 10 milliliters of 1,2-dimethoxyethane was added 1.0 milliliter (10.0 millimoles) of piperidine in 10 milliliters of 1,2-dimethoxyethane. The mixture was heated under reflux for 22 hours, and the resulting heterogeneous mixture filtered to obtain a clear yellow filtrate. The filtrate was concentrated to a... The reactants are CCCCCCCCC(Cc1ccc(Br)cc1)C(=O)O, O. Product: CCCCCCCCC1Cc2ccc(Br)cc2C1=O. Reaction SMILES: [Br:1][c:2]1[cH:3][cH:4][c:5]([CH2:6][CH:7]([C:8](=[O:9])[OH:10])[CH2:11][CH2:12][CH2:13][CH2:14][CH2:15][CH2:16][CH2:17][CH3:18])[cH:19][cH:20]1.[OH2:21]>>[Br:1][c:2]1[cH:3][c:4]2[c:5]([cH:19][cH:20]1)[CH2:6][CH:7]([CH2:11][CH2:12][CH2:13][CH2:14][CH2:15][CH2:16][CH2:17][CH3:18])[C:8]2=[O:10]. Starting materials: C1(=C(C(=CC(=C1)C)C)S(=O)(=O)ON)C (O-mesitylenesulfonylhydroxyamine), C(#CCC)C1=NC=CC=C1 (2-(1-butynyl)pyridine), C(C)OCC (Diethyl ether). The solvent is ClCCl (dichloromethane), ClCCl (dichloromethane). Reaction conditions: time 30 minute. Product: C1(=C(C(=CC(=C1)C)C)S(=O)(=O)[O-])C.N[N+]1=C(C=CC=C1)C#CCC (N-amino-2-(1-butynyl)pyridinium mesitylenesulfonate). Yield: 39.1%. As a reaction SMILES: [C:1]([C:5]1[CH:10]=[CH:9][CH:8]=[CH:7][N:6]=1)#[C:2][CH2:3][CH3:4].[C:11]1([CH3:24])[CH:16]=[C:15]([CH3:17])[CH:14]=[C:13]([CH3:18])[C:12]=1[S:19]([O:22][NH2:23])(=[O:21])=[O:20].C(OCC)C>ClCCl>[C:11]1([CH3:24])[CH:16]=[C:15]([CH3:17])[CH:14]=[C:13]([CH3:18])[C:12]=1[S:19]([O-:22])(=[O:21])=[O:20].[NH2:23][N+:6]1[CH:7]=[CH:8][CH:9]=[CH:10][C:5]=1[C:1]#[C:2][CH2:3][CH3:4] |f:4.5|. Procedure: After dissolving 2-(1-butynyl)pyridine (12.8 g) in dichloromethane (60 mL), a solution of O-mesitylenesulfonylhydroxyamine (Reference document: Synthesis, 1997, 1) (20 g) in dichloromethane (132 mL) was added dropwise while cooling on ice, and the mixture was stirred for 30 minutes. Diethyl ether (2 L) was added to the reaction mixture to precipitate crystals, which were collected by filtration and dried under reduced pressure to obtain N-amino-2-(1-butynyl)pyridinium mesitylenesulfonate (12.6 g... The reactants are [Br-], O=C([O-])[O-], Cc1oc(-c2ccccc2)nc1CCOS(C)(=O)=O, Cc1ccccc1, CCCC[N+](CCCC)(CCCC)CCCC, [K+], [K+], O, COC(=O)C(=Cc1ccc(O)cc1)C(=O)OC. Yields the product COC(=O)C(=Cc1ccc(OCCc2nc(-c3ccccc3)oc2C)cc1)C(=O)OC. As a reaction SMILES: [Br-:50].[C:44](=[O:45])([O-:46])[O-:47].[CH3:1][S:2](=[O:3])(=[O:4])[O:5][CH2:6][CH2:7][c:8]1[n:9][c:10](-[c:14]2[cH:15][cH:16][cH:17][cH:18][cH:19]2)[o:11][c:12]1[CH3:13].[CH3:37][c:38]1[cH:39][cH:40][cH:41][cH:42][cH:43]1.[CH3:51][CH2:52][CH2:53][CH2:54][N+:55]([CH2:56][CH2:57][CH2:58][CH3:59])([CH2:60][CH2:61][CH2:62][CH3:63])[CH2:64][CH2:65][CH2:66][CH3:67].[K+:48].[K+:49].[OH2:68].[OH:20][c:21]1[cH:22][cH:23][c:24]([CH:25]=[C:26]([C:27](=[O:28])[O:29][CH3:30])[C:31](=[O:32])[O:33][CH3:34])[cH:35][cH:36]1>>[O:5]([CH2:6][CH2:7][c:8]1[n:9][c:10](-[c:14]2[cH:15][cH:16][cH:17][cH:18][cH:19]2)[o:11][c:12]1[CH3:13])[c:21]1[cH:22][cH:23][c:24]([CH:25]=[C:26]([C:27](=[O:28])[O:29][CH3:30])[C:31](=[O:32])[O:33][CH3:34])[cH:35][cH:36]1.